This data is from the Open Reaction Database (ORD), a public repository of structured organic reaction records. The task is: describe an organic reaction: reactants, conditions, products, and yield Starting materials: CN1CCC2(CC1)COC1=CC=3CCCN(C3C=C12)C(=O)C1=CC=C(C=C1)C1=C(C=C(C=C1)C(=O)NN)C (2,3,5,6,7,8-hexahydro-1'-methyl-5-(4'-hydrazinocarbonyl-2'-methylbiphenyl-4-carbonyl)spiro[furo[2,3-g]quinoline-3,4'-piperidine]), C(C)OC(OCC)OCC (triethylorthoformate). Yields the product CN1CCC2(CC1)COC1=CC=3CCCN(C3C=C12)C(=O)C1=CC=C(C=C1)C1=C(C=C(C=C1)C=1OC=NN1)C (2,3,5,6,7,8-Hexahydro-1'-methyl-5-(2'-methyl-4'-(1,3,4-oxadiazol-2-yl)biphenyl-4-carbonyl)spiro[furo[2,3-g]quinoline-3,4'-piperidine]). Isolated yield 58.0%. As a reaction SMILES: [CH3:1][N:2]1[CH2:7][CH2:6][C:5]2([C:19]3[C:10](=[CH:11][C:12]4[CH2:13][CH2:14][CH2:15][N:16]([C:20]([C:22]5[CH:27]=[CH:26][C:25]([C:28]6[CH:33]=[CH:32][C:31]([C:34]([NH:36][NH2:37])=[O:35])=[CH:30][C:29]=6[CH3:38])=[CH:24][CH:23]=5)=[O:21])[C:17]=4[CH:18]=3)[O:9][CH2:8]2)[CH2:4][CH2:3]1.[CH2:39](OC(OCC)OCC)C>>[CH3:1][N:2]1[CH2:7][CH2:6][C:5]2([C:19]3[C:10](=[CH:11][C:12]4[CH2:13][CH2:14][CH2:15][N:16]([C:20]([C:22]5[CH:23]=[CH:24][C:25]([C:28]6[CH:33]=[CH:32][C:31]([C:34]7[O:35][CH:39]=[N:37][N:36]=7)=[CH:30][C:29]=6[CH3:38])=[CH:26][CH:27]=5)=[O:21])[C:17]=4[CH:18]=3)[O:9][CH2:8]2)[CH2:4][CH2:3]1. Reported procedure: A suspension of 2,3,5,6,7,8-hexahydro-1'-methyl-5-(4'-hydrazinocarbonyl-2'-methylbiphenyl-4-carbonyl)spiro[furo[2,3-g]quinoline-3,4'-piperidine] (E49) (794 mg) in triethylorthoformate (25 ml) was heated at reflux overnight. The mixture was concentrated in vacuo and the residue refluxed overnight in xylene (40 ml) to complete cyclisation. The xylene was evaporated under reduced pressure and the residue purified by chromatography on silica gel, eluting with chloroform and methanol, to afford the t...